Dataset: the Open Reaction Database (ORD), a public repository of structured organic reaction records. Task: describe an organic reaction: reactants, conditions, products, and yield Starting materials: C(CC)N1N=C(C=C1)C=1SC=CC1 (1-propyl-3-(2-thienyl)-1H-pyrazole), C(CC)N1N=CC=C1C=1SC=CC1 (1-propyl-5-(2-thienyl)-1H-pyrazole), IN1C(CCC1=O)=O (N-iodosuccinimide), S(=S)(=O)([O-])[O-].[Na+].[Na+] (sodium thiosulfate), C([O-])([O-])=O.[Na+].[Na+] (sodium carbonate). Run in CN(C=O)C (N,N-dimethylformamide). Reaction conditions: time 8 hour. The product is IC=1C(=NN(C1)CCC)C=1SC=CC1 (4-iodo-1-propyl-3-(2-thienyl)-1H-pyrazole). Yield: 11.0%. RXN SMILES: [CH2:1]([N:4]1[CH:8]=[CH:7][C:6]([C:9]2[S:10][CH:11]=[CH:12][CH:13]=2)=[N:5]1)[CH2:2][CH3:3].C(N1C(C2SC=CC=2)=CC=N1)CC.[I:27]N1C(=O)CCC1=O.S([O-])([O-])(=O)=S.[Na+].[Na+].C(=O)([O-])[O-].[Na+].[Na+]>CN(C)C=O>[I:27][C:7]1[C:6]([C:9]2[S:10][CH:11]=[CH:12][CH:13]=2)=[N:5][N:4]([CH2:1][CH2:2][CH3:3])[CH:8]=1 |f:3.4.5,6.7.8|. Reported procedure: To a mixture of 1-propyl-3-(2-thienyl)-1H-pyrazole and 1-propyl-5-(2-thienyl)-1H-pyrazole (80:20, 5.0 mmol) in 18 mL dry N,N-dimethylformamide under argon atmosphere was added N-iodosuccinimide (5.2 mmol) in small portions. The reaction mixture was stirred overnight at room temperature. 5% aqueous sodium thiosulfate solution and saturated aqueous sodium carbonate solution were added and the mixture was stirred at room temperature for 1 h, then extracted with ethyl acetate. The combined organic e... The reactants are ClC1=CC=C(OC2=CC=C(C=C2)N2C(=NC(=C2)C2=CC=C(OCC(=O)N3CCN(CC3)C3=CC=NC=C3)C=C2)CC(C)C)C=C1 (2-(4-{1-[4-(4-Chloro-phenoxy)-phenyl]-2-isobutyl-1H-imidazol-4-yl}-phenoxy)-1-(4-pyridin-4-yl-piperazin-1-yl)-ethanone), B.C1CCOC1 (BH3-THF). The solvent is C1CCOC1 (THF). Product: ClC1=CC=C(OC2=CC=C(C=C2)N2C(=NC(=C2)C2=CC=C(OCCN3CCN(CC3)C3=CC=NC=C3)C=C2)CC(C)C)C=C1 (1-[2-(4-{1-[4-(4-Chloro-phenoxy)-phenyl]-2-isobutyl-1H-imidazol-4-yl}-phenoxy)-ethyl]-4-pyridin-4-yl-piperazine). Reaction SMILES: [Cl:1][C:2]1[CH:45]=[CH:44][C:5]([O:6][C:7]2[CH:12]=[CH:11][C:10]([N:13]3[CH:17]=[C:16]([C:18]4[CH:39]=[CH:38][C:21]([O:22][CH2:23][C:24]([N:26]5[CH2:31][CH2:30][N:29]([C:32]6[CH:37]=[CH:36][N:35]=[CH:34][CH:33]=6)[CH2:28][CH2:27]5)=O)=[CH:20][CH:19]=4)[N:15]=[C:14]3[CH2:40][CH:41]([CH3:43])[CH3:42])=[CH:9][CH:8]=2)=[CH:4][CH:3]=1.B.C1COCC1>C1COCC1>[Cl:1][C:2]1[CH:3]=[CH:4][C:5]([O:6][C:7]2[CH:12]=[CH:11][C:10]([N:13]3[CH:17]=[C:16]([C:18]4[CH:39]=[CH:38][C:21]([O:22][CH2:23][CH2:24][N:26]5[CH2:27][CH2:28][N:29]([C:32]6[CH:37]=[CH:36][N:35]=[CH:34][CH:33]=6)[CH2:30][CH2:31]5)=[CH:20][CH:19]=4)[N:15]=[C:14]3[CH2:40][CH:41]([CH3:42])[CH3:43])=[CH:9][CH:8]=2)=[CH:44][CH:45]=1 |f:1.2|. Reported procedure: The product of Example 522 was taken in 4 ml of THF to which was added 5 eq. of BH3-THF solution and the reaction was heated to reflux until the reaction was complete. The crude product was purified by silica gel chromatography to afford Example 527. Reaction SMILES: [C:1]([C:4]1[CH:9]=[CH:8][C:7]([C:10]([C:15](=[O:24])[C:16]([C:18]2[CH:23]=[CH:22][CH:21]=[CH:20][CH:19]=2)=[O:17])=[CH:11]N(C)C)=[CH:6][CH:5]=1)([OH:3])=[O:2].Cl.[OH-:26].[K+]>>[OH:17][C:16]1([C:18]2[CH:23]=[CH:22][CH:21]=[CH:20][CH:19]=2)[C:15](=[O:24])[C:10]([C:7]2[CH:8]=[CH:9][C:4]([C:1]([OH:3])=[O:2])=[CH:5][CH:6]=2)=[CH:11][O:26]1 |f:2.3|. The yield is 71.0%. The product is OC1(OC=C(C1=O)C1=CC=C(C=C1)C(=O)O)C1=CC=CC=C1 (2-hydroxy-2-phenyl-4-(4-carboxyphenyl)-3(2H)-furanone). Starting materials: ice water, C(=O)(O)C1=CC=C(C=C1)C(=CN(C)C)C(C(=O)C1=CC=CC=C1)=O (2-(4-carboxyphenyl)-1-dimethylamino-4-phenyl-1-butene-3,4-dione), [OH-].[K+] (potassium hydroxide), Cl (hydrochloric acid). Procedure details: A solution of 3.23 g of 2-(4-carboxyphenyl)-1-dimethylamino-4-phenyl-1-butene-3,4-dione in 100 ml of 2% potassium hydroxide solution was stirred at room temperature for 5 hrs. The reaction mixture was poured onto 300 ml of ice-water and acidified with 100 ml of 1N hydrochloric acid. The precipitate was collected, washed with water and then dissolved in 300 ml of ether. The solution was dried over anhydrous sodium sulfate. The drying agent was collected and the filtrate was evaporated. Recrystall... Starting materials: [H-].[Al+3].[Li+].[H-].[H-].[H-] (lithium aluminium hydride), C(C1=CC=CC=C1)N1N=C(C(=C1C(=O)OCC)C1=CC=CC=C1)C1=CC=CC=C1 (ethyl 1-benzyl-3,4-diphenylpyrazole-5-carboxylate), O (water), O (water). The solvent is C(C)OCC (diethyl ether), C(C)OCC (diethyl ether). Reaction conditions: time 8 hour. The product is C(C1=CC=CC=C1)N1N=C(C(=C1CO)C1=CC=CC=C1)C1=CC=CC=C1 (1 -Benzyl-3,4-diphenyl-5-hydroxymethylpyrazole). Reaction SMILES: [CH2:1]([N:8]1[C:12]([C:13](OCC)=[O:14])=[C:11]([C:18]2[CH:23]=[CH:22][CH:21]=[CH:20][CH:19]=2)[C:10]([C:24]2[CH:29]=[CH:28][CH:27]=[CH:26][CH:25]=2)=[N:9]1)[C:2]1[CH:7]=[CH:6][CH:5]=[CH:4][CH:3]=1.[H-].[Al+3].[Li+].[H-].[H-].[H-].O>C(OCC)C>[CH2:1]([N:8]1[C:12]([CH2:13][OH:14])=[C:11]([C:18]2[CH:19]=[CH:20][CH:21]=[CH:22][CH:23]=2)[C:10]([C:24]2[CH:29]=[CH:28][CH:27]=[CH:26][CH:25]=2)=[N:9]1)[C:2]1[CH:3]=[CH:4][CH:5]=[CH:6][CH:7]=1 |f:1.2.3.4.5.6|. Procedure details: 228 Grams of crude ethyl 1-benzyl-3,4-diphenylpyrazole-5-carboxylate (prepared as described below) dissolved in 3200 ml of anhydrous diethyl ether are added, at 0°C and under a nitrogen atmosphere, to 47 grams of lithium aluminium hydride suspended in 1600 ml of anhydrous diethyl ether. The solution is stirred overnight at ambient temperature and then cooled to 0° C, whereupon 55 ml of water, 20.2 ml of 10N soda and 83 ml of water are slowly and successively added under a nitrogen atmosphere, an...